Dataset: the Open Reaction Database (ORD), a public repository of structured organic reaction records. Task: describe an organic reaction: reactants, conditions, products, and yield Starting materials: Cl (hydrochloric acid), C([O-])([O-])=O.[K+].[K+] (Potassium carbonate), BrCC#CC (1-bromo-2-butyne), C(C)(C)(C)OC(=O)N1CCN(CC1)C1=C2NC(N(C2=NC=N1)CCC#N)=O (4-[9-(2-Cyano-ethyl)-8-oxo-8,9-dihydro-7H-purin-6-yl]piperazine-1-carboxylic acid t-butyl ester). Solvent: O (water), CN(C=O)C (N,N-dimethylformamide). Reaction conditions: time 19 hour. Yields the product C(C)(C)(C)OC(=O)N1CCN(CC1)C1=C2N(C(N(C2=NC=N1)CCC#N)=O)CC#CC (4-[7-(2-Butynyl)-9-(2-cyano-ethyl)-8-oxo-8,9-dihydro-7H-purin-6-yl]piperazine-1-carboxylic acid t-butyl ester). Reaction SMILES: [C:1]([O:5][C:6]([N:8]1[CH2:13][CH2:12][N:11]([C:14]2[N:22]=[CH:21][N:20]=[C:19]3[C:15]=2[NH:16][C:17](=[O:27])[N:18]3[CH2:23][CH2:24][C:25]#[N:26])[CH2:10][CH2:9]1)=[O:7])([CH3:4])([CH3:3])[CH3:2].C(=O)([O-])[O-].[K+].[K+].Br[CH2:35][C:36]#[C:37][CH3:38].Cl>CN(C)C=O.O>[C:1]([O:5][C:6]([N:8]1[CH2:9][CH2:10][N:11]([C:14]2[N:22]=[CH:21][N:20]=[C:19]3[C:15]=2[N:16]([CH2:35][C:36]#[C:37][CH3:38])[C:17](=[O:27])[N:18]3[CH2:23][CH2:24][C:25]#[N:26])[CH2:12][CH2:13]1)=[O:7])([CH3:4])([CH3:2])[CH3:3] |f:1.2.3|. Procedure: 4-[9-(2-Cyano-ethyl)-8-oxo-8,9-dihydro-7H-purin-6-yl]piperazine-1-carboxylic acid t-butyl ester (623 mg) was dissolved in N,N-dimethylformamide (10 mL). Potassium carbonate (300 mg) and 1-bromo-2-butyne (0.18 mL) were then added to this solution. The reaction solution was stirred at room temperature for 19 hours, then water (20 mL) and 1 N hydrochloric acid (5 mL) were added. This was then twice extracted with ethyl acetate, and the obtained organic layer was washed with water and saturated brin...